From a dataset of the Open Reaction Database (ORD), a public repository of structured organic reaction records. describe an organic reaction: reactants, conditions, products, and yield Yield: 28.2%. Reaction SMILES: [CH3:1][O:2][C:3]([C:5]1[N:9]([CH:10]2[C:19]3[C:14](=[CH:15][CH:16]=[CH:17][CH:18]=3)[CH2:13][CH2:12][C:11]2([CH3:21])[CH3:20])[CH:8]=[N:7][CH:6]=1)=[O:4].[OH-:22].[Na+]>O>[CH3:1][O:2][C:3]([C:5]1[N:9]([CH:10]2[C:19]3[C:14](=[CH:15][CH:16]=[CH:17][CH:18]=3)[C:13](=[O:22])[CH2:12][C:11]2([CH3:21])[CH3:20])[CH:8]=[N:7][CH:6]=1)=[O:4] |f:1.2|. Reactants: COC(=O)C1=CN=CN1C1C(CCC2=CC=CC=C12)(C)C (1-(2,2-dimethyl-tetralin-1-yl)-5-imidazolecarboxylic acid methyl ester), [OH-].[Na+] (sodium hydroxide). Run in O (water). Reported procedure: 142 g of 1-(2,2-dimethyl-tetralin-1-yl)-5-imidazolecarboxylic acid methyl ester are dispersed in 1 liter of deionisized water. The suspension is heated to +87° C., and within a period of 1.5 hours a total of 335 g of ammoniaperoxodisulfate is added portionwise in such a manner, that the temperature does not exceed +90° C. After cooling the reaction mixture to +15° C., the pH-value is adjusted to pH 4 by addition of 335 g of a sodium hydroxide solution 30%. The mixture is extracted with 500 ml of... Product: COC(=O)C1=CN=CN1C1C(CC(C2=CC=CC=C12)=O)(C)C (1-(2,2-dimethyl-4-oxo-tetralin-1-yl)-5-imidazolecarboxylic acid methyl ester). Starting materials: diamine, Cl.Cl.NC(C)(C(C)(C)N)C (2,3-Diamino-2,3-dimethylbutane dihydrochloride), [OH-].[Na+] (caustic soda), C1(CCCCC1)=O (cyclohexanone), C1(=CC=C(C=C1)S(=O)(=O)O)C (p-toluenesulfonic acid). Solvent: C1=CC=CC=C1 (benzene), O (water). Yields the product CC1(NC2(NC1(C)C)CCCCC2)C (2,2,3,3-Tetramethyl-1,4-Diazaspiro[4.5]decane). Reaction SMILES: Cl.Cl.[NH2:3][C:4]([CH3:10])([C:6]([NH2:9])([CH3:8])[CH3:7])[CH3:5].[OH-].[Na+].[C:13]1(=O)[CH2:18][CH2:17][CH2:16][CH2:15][CH2:14]1.C1(C)C=CC(S(O)(=O)=O)=CC=1>O.C1C=CC=CC=1>[CH3:5][C:4]1([CH3:10])[C:6]([CH3:8])([CH3:7])[NH:9][C:13]2([CH2:18][CH2:17][CH2:16][CH2:15][CH2:14]2)[NH:3]1 |f:0.1.2,3.4|. Procedure: 2,3-Diamino-2,3-dimethylbutane dihydrochloride is neutralized with aqueous caustic soda and the diamine is recovered. The wet diamine (15.3 grams) is then heated with benzene (150 mls) to azeotrope off about 2.2 mls of water. The benzene, containing 13.1 grams (0.113 mole) of the diamine, is then treated with cyclohexanone (11.0 grams 0.112 mole) and p-toluenesulfonic acid (50 mgs) and the reaction mixture is refluxed for 40 hours in a flask fitted with a Dean-Stark water separator. The benzene ... The reactants are Cc1cc([N+](=O)[O-])c(C)cc1Br, CCCC[Sn](CCCC)(CCCC)c1ccccn1, CN(C)C=O, [Pd], c1ccc(P(c2ccccc2)c2ccccc2)cc1, c1ccc(P(c2ccccc2)c2ccccc2)cc1, c1ccc(P(c2ccccc2)c2ccccc2)cc1, c1ccc(P(c2ccccc2)c2ccccc2)cc1. Product: Cc1cc([N+](=O)[O-])c(C)cc1-c1ccccn1. RXN SMILES: [Br:1][c:2]1[c:3]([CH3:12])[cH:4][c:5]([N+:9](=[O:10])[O-:11])[c:6]([CH3:8])[cH:7]1.[CH2:13]([Sn:14]([CH2:15][CH2:16][CH2:17][CH3:24])([c:18]1[n:19][cH:20][cH:21][cH:22][cH:23]1)[CH2:25][CH2:26][CH2:27][CH3:28])[CH2:29][CH2:30][CH3:31].[O:32]=[CH:33][N:34]([CH3:35])[CH3:36].[Pd:37].[c:38]1([P:39]([c:40]2[cH:41][cH:42][cH:43][cH:44][cH:45]2)[c:46]2[cH:47][cH:48][cH:49][cH:50][cH:51]2)[cH:52][cH:53][cH:54][cH:55][cH:56]1.[c:57]1([P:58]([c:59]2[cH:60][cH:61][cH:62][cH:63][cH:64]2)[c:65]2[cH:66][cH:67][cH:68][cH:69][cH:70]2)[cH:71][cH:72][cH:73][cH:74][cH:75]1.[c:76]1([P:77]([c:78]2[cH:79][cH:80][cH:81][cH:82][cH:83]2)[c:84]2[cH:85][cH:86][cH:87][cH:88][cH:89]2)[cH:90][cH:91][cH:92][cH:93][cH:94]1.[c:95]1([P:96]([c:97]2[cH:98][cH:99][cH:100][cH:101][cH:102]2)[c:103]2[cH:104][cH:105][cH:106][cH:107][cH:108]2)[cH:109][cH:110][cH:111][cH:112][cH:113]1>>[c:2]1(-[c:18]2[n:19][cH:20][cH:21][cH:22][cH:23]2)[c:3]([CH3:12])[cH:4][c:5]([N+:9](=[O:10])[O-:11])[c:6]([CH3:8])[cH:7]1. Reactants: N(=O)[O-].[Na+] (Sodium nitrite), C(C)(C)(C)OC(N[C@@H]1C[C@H](CC1)NC1=C2C(=NC=C1N)N(C=C2)S(=O)(=O)C2=CC=CC=C2)=O (racemic trans [3-(5-amino-1-benzenesulfonyl-1H-pyrrolo[2,3-b]pyridin-4-yl amino)-cyclopentyl]-carb amic acid tert-butyl ester). Solvent: C(C)(=O)O (acetic acid). Reaction conditions: time 45 minute. The product is C(C)(C)(C)OC(N[C@@H]1C[C@H](CC1)N1N=NC2=CN=C3N(C=CC3=C12)S(=O)(=O)C1=CC=CC=C1)=O (racemic trans [3-(6-benzenesulfonyl-6H-1,2,3,5,6-pentaaza-as-indacen-1-yl)-cyclopentyl]-carbamic acid tert-butyl ester). The yield is 87.2%. Reaction SMILES: [N:1]([O-])=O.[Na+].[C:5]([O:9][C:10](=[O:37])[NH:11][C@H:12]1[CH2:16][CH2:15][C@H:14]([NH:17][C:18]2[C:23]([NH2:24])=[CH:22][N:21]=[C:20]3[N:25]([S:28]([C:31]4[CH:36]=[CH:35][CH:34]=[CH:33][CH:32]=4)(=[O:30])=[O:29])[CH:26]=[CH:27][C:19]=23)[CH2:13]1)([CH3:8])([CH3:7])[CH3:6]>C(O)(=O)C>[C:5]([O:9][C:10](=[O:37])[NH:11][C@H:12]1[CH2:16][CH2:15][C@H:14]([N:17]2[C:18]3[C:23](=[CH:22][N:21]=[C:20]4[C:19]=3[CH:27]=[CH:26][N:25]4[S:28]([C:31]3[CH:36]=[CH:35][CH:34]=[CH:33][CH:32]=3)(=[O:30])=[O:29])[N:24]=[N:1]2)[CH2:13]1)([CH3:8])([CH3:6])[CH3:7] |f:0.1|. Procedure: Sodium nitrite (612 mg, 8.87 mmol) was added to a stirred solution of racemic trans [3-(5-amino-1-benzenesulfonyl-1H-pyrrolo[2,3-b]pyridin-4-yl amino)-cyclopentyl]-carb amic acid tert-butyl ester (3.80 g, 8.06 mmol) in acetic acid (50 mL). Stirring was continued for 45 minutes at room temperature and then the solvent removed in vacuo. The residue was dissolved in ethyl acetate, washed (saturated sodium hydrogen carbonate (3×) and brine) and concentrated to dryness. Purification by column chromat... Procedure: 6,7-Diacetoxy-1,4-dihydro-4-oxoquinoline-3-carboxylic acid (70 mg) was heated under reflux for 2 hours in thionyl chloride (2 mL), and then the solvent was evaporated. To the residue was added benzene (30 mL). Benzene was evaporated and the residue was vacuum dried to give 6,7-diacetoxy-1,4-dihydro-4-oxoquinoline-3-carbonyl chloride. Starting materials: C(C)(=O)OC=1C=C2C(C(=CNC2=CC1OC(C)=O)C(=O)O)=O (6,7-Diacetoxy-1,4-dihydro-4-oxoquinoline-3-carboxylic acid), S(=O)(Cl)Cl (thionyl chloride). The product is C(C)(=O)OC=1C=C2C(C(=CNC2=CC1OC(C)=O)C(=O)Cl)=O (6,7-diacetoxy-1,4-dihydro-4-oxoquinoline-3-carbonyl chloride). RXN SMILES: [C:1]([O:4][C:5]1[CH:6]=[C:7]2[C:12](=[CH:13][C:14]=1[O:15][C:16](=[O:18])[CH3:17])[NH:11][CH:10]=[C:9]([C:19](O)=[O:20])[C:8]2=[O:22])(=[O:3])[CH3:2].S(Cl)([Cl:25])=O>>[C:1]([O:4][C:5]1[CH:6]=[C:7]2[C:12](=[CH:13][C:14]=1[O:15][C:16](=[O:18])[CH3:17])[NH:11][CH:10]=[C:9]([C:19]([Cl:25])=[O:20])[C:8]2=[O:22])(=[O:3])[CH3:2]. The reactants are BrC1=CC=C(CNC2=C(C(=NC3=CC=CC=C23)C)C(C)=O)C=C1 (1-(4-(4-bromobenzylamino)-2-methylquinolin-3-yl)ethanone), BrC1=CC(=C(CBr)C=C1)F (4-bromo-2-fluorobenzyl bromide), BrC1=CC=C(CNC2=C(C(=NC3=CC=CC=C23)C)C(C)=O)C=C1 (1-(4-(4-bromobenzylamino)-2-methylquinolin-3-yl)ethanone), NC1=C(C(=NC2=CC=CC=C12)C)C(C)=O (1-(4-amino-2-methylquinolin-3-yl)ethanone). Product: BrC1=CC(=C(CNC2=C(C(=NC3=CC=CC=C23)C)C(C)=O)C=C1)F (1-(4-(4-Bromo-2-fluorobenzylamino)-2-methylquinolin-3-yl)ethanone). As a reaction SMILES: [Br:1][C:2]1[CH:23]=[CH:22][C:5]([CH2:6][NH:7][C:8]2[C:17]3[C:12](=[CH:13][CH:14]=[CH:15][CH:16]=3)[N:11]=[C:10]([CH3:18])[C:9]=2[C:19](=[O:21])[CH3:20])=[CH:4][CH:3]=1.NC1C2C(=CC=CC=2)N=C(C)C=1C(=O)C.BrC1C=CC(CBr)=C([F:48])C=1>>[Br:1][C:2]1[CH:3]=[CH:4][C:5]([CH2:6][NH:7][C:8]2[C:17]3[C:12](=[CH:13][CH:14]=[CH:15][CH:16]=3)[N:11]=[C:10]([CH3:18])[C:9]=2[C:19](=[O:21])[CH3:20])=[C:22]([F:48])[CH:23]=1. Procedure: 1-(4-(4-Bromo-2-fluorobenzylamino)-2-methylquinolin-3-yl)ethanone was synthesized by the same process as described for 1-(4-(4-bromobenzylamino)-2-methylquinolin-3-yl)ethanone (Example 1, Intermediate 2c) starting from 1-(4-amino-2-methylquinolin-3-yl)ethanone and 4-bromo-2-fluorobenzyl bromide. MS(ES+): 387/389.